This data is from the Open Reaction Database (ORD), a public repository of structured organic reaction records. The task is: describe an organic reaction: reactants, conditions, products, and yield Reactants: C(=NC1CCCCC1)=NC1CCCCC1, Nc1cccnc1, CN(C)C=O, O=C(O)c1c[nH]c2ccccc12. Product: O=C(Nc1cccnc1)c1c[nH]c2ccccc12. Reaction SMILES: [CH:20]1([N:21]=[C:22]=[N:23][CH:24]2[CH2:25][CH2:26][CH2:27][CH2:28][CH2:29]2)[CH2:30][CH2:31][CH2:32][CH2:33][CH2:34]1.[NH2:1][c:2]1[cH:3][n:4][cH:5][cH:6][cH:7]1.[O:35]=[CH:36][N:37]([CH3:38])[CH3:39].[OH:8][C:9](=[O:10])[c:11]1[cH:12][nH:13][c:14]2[cH:15][cH:16][cH:17][cH:18][c:19]12>>[NH:1]([c:2]1[cH:3][n:4][cH:5][cH:6][cH:7]1)[C:9](=[O:8])[c:11]1[cH:12][nH:13][c:14]2[cH:15][cH:16][cH:17][cH:18][c:19]12. The reactants are ClC1=CC=C(CN)C=C1 (4-Chlorobenzylamine), OC1=CC=C(C=2COC3=CC(=CC=C3C2)O)C=C1 (4′,7-Dihydroxyisoflav-3-ene), C(C)O (ethanol), C=O (formaldehyde). Run at time 4 day. The product is ClC1=CC=C(CN2COC3=C(C2)C=C2C=C(COC2=C3)C3=CC=C(C=C3)O)C=C1 (4-(3-(4-Chlorobenzyl)-2,3,4,8-tetrahydrochromeno[6,7-e][1,3]oxazin-7-yl)phenol). The yield is 88.0%. RXN SMILES: [OH:1][C:2]1[CH:18]=[CH:17][C:5]([C:6]2[CH2:7][O:8][C:9]3[C:14]([CH:15]=2)=[CH:13][CH:12]=[C:11](O)[CH:10]=3)=[CH:4][CH:3]=1.[Cl:19][C:20]1[CH:27]=[CH:26][C:23]([CH2:24][NH2:25])=[CH:22][CH:21]=1.[CH2:28]=[O:29].[CH2:30](O)C>>[Cl:19][C:20]1[CH:27]=[CH:26][C:23]([CH2:24][N:25]2[CH2:30][C:12]3[CH:13]=[C:14]4[C:9](=[CH:10][C:11]=3[O:29][CH2:28]2)[O:8][CH2:7][C:6]([C:5]2[CH:17]=[CH:18][C:2]([OH:1])=[CH:3][CH:4]=2)=[CH:15]4)=[CH:22][CH:21]=1. Reported procedure: 4′,7-Dihydroxyisoflav-3-ene (506 mg, 2.11 mmol) was dissolved in ethanol (8 ml). 4-Chlorobenzylamine (0.33 ml, 2.70 mmol) was added followed by formaldehyde solution (2 ml, 0.03 mol, 37% wt.). The reaction was stirred at room temperature for 4 days. The white precipitate was collected to afford the title compound (748 mg, 88%). Starting materials: OC1(CC2CO2)C=CCC(O)(CC2CO2)C1, C=CCc1ccccc1O, COC(=O)CO, [I-], [PH3+]CC(c1ccccc1)(c1ccccc1)c1ccccc1. The product is OC1(CC2CO2)C=CCC(O)(CC2CO2)C1, C=CCc1ccccc1O. As a reaction SMILES: [CH2:11]([CH:12]1[CH2:13][O:14]1)[C:15]1([OH:16])[CH2:17][C:18]([OH:19])([CH2:23][CH:24]2[CH2:25][O:26]2)[CH2:20][CH:21]=[CH:22]1.[CH2:1]([CH:2]=[CH2:3])[c:4]1[c:5]([OH:10])[cH:6][cH:7][cH:8][cH:9]1.[CH3:49][O:50][C:51](=[O:52])[CH2:53][OH:54].[I-:27].[c:28]1([C:29]([c:30]2[cH:31][cH:32][cH:33][cH:34][cH:35]2)([c:36]2[cH:37][cH:38][cH:39][cH:40][cH:41]2)[CH2:42][PH3+:43])[cH:44][cH:45][cH:46][cH:47][cH:48]1>>[CH2:11]([CH:12]1[CH2:13][O:14]1)[C:15]1([OH:16])[CH2:17][C:18]([OH:19])([CH2:23][CH:24]2[CH2:25][O:26]2)[CH:20]=[CH:21][CH2:22]1.[CH2:1]([CH:2]=[CH2:3])[c:4]1[c:5]([OH:10])[cH:6][cH:7][cH:8][cH:9]1. Starting materials: N1=CC(=CC=C1)C=CC(=O)C1=CC=CC=C1 (3-(3-pyridyl)-acrylophenone), [Na] (sodium), [N+](=O)([O-])C(C)C (2-nitropropane), CC[O-].[Na+] (sodium ethylate solution). The solvent is C(C)O (ethanol), C(C)O (ethanol). Reaction conditions: time 0.5 hour. The product is CC(C(CC(=O)C1=CC=CC=C1)C=1C=NC=CC1)(C)[N+](=O)[O-] (4-methyl-4-nitro-3-(3-pyridyl)-valerophenone). As a reaction SMILES: [N:1]1[CH:6]=[CH:5][CH:4]=[C:3]([CH:7]=[CH:8][C:9]([C:11]2[CH:16]=[CH:15][CH:14]=[CH:13][CH:12]=2)=[O:10])[CH:2]=1.[N+:17]([CH:20]([CH3:22])[CH3:21])([O-:19])=[O:18].CC[O-].[Na+].[Na]>C(O)C>[CH3:21][C:20]([N+:17]([O-:19])=[O:18])([CH3:22])[CH:7]([C:3]1[CH:2]=[N:1][CH:6]=[CH:5][CH:4]=1)[CH2:8][C:9]([C:11]1[CH:16]=[CH:15][CH:14]=[CH:13][CH:12]=1)=[O:10] |f:2.3,^1:26|. Procedure details: A solution of 51.8 g. of 3-(3-pyridyl)-acrylophenone and 44.2 g. of 2-nitropropane in 496 ml. of ethanol are heated at reflux with stirring in a nitrogen atmosphere. Then, a sodium ethylate solution manufactured from 2.54 g. of sodium and 49.6 ml. of ethanol is added dropwise within 1 hour. The reaction mixture is left standing for an additional half hour to react further and then evaporated under reduced pressure. The resulting residue is taken up in 1000 ml. of methylene chloride, washed three...